Dataset: the Open Reaction Database (ORD), a public repository of structured organic reaction records. Task: describe an organic reaction: reactants, conditions, products, and yield As a reaction SMILES: [CH2:44]1[O:45][CH2:46][CH2:47][CH2:48]1.[CH3:1][O:2][C:3]([CH:4]([NH:5][C:6]([c:7]1[c:8]([Cl:14])[cH:9][cH:10][cH:11][c:12]1[Cl:13])=[O:15])[CH2:16][c:17]1[cH:18][cH:19][c:20](-[c:23]2[c:24]([CH:29]=[O:30])[cH:25][cH:26][cH:27][cH:28]2)[cH:21][cH:22]1)=[O:31].[CH3:42][OH:43].[ClH:39].[K+:41].[NH2:32][c:33]1[cH:34][cH:35][cH:36][cH:37][cH:38]1.[OH-:40].[OH2:49]>>[CH3:1][O:2][C:3]([CH:4]([NH:5][C:6]([c:7]1[c:8]([Cl:14])[cH:9][cH:10][cH:11][c:12]1[Cl:13])=[O:15])[CH2:16][c:17]1[cH:18][cH:19][c:20](-[c:23]2[c:24]([CH2:29][NH:32][c:33]3[cH:34][cH:35][cH:36][cH:37][cH:38]3)[cH:25][cH:26][cH:27][cH:28]2)[cH:21][cH:22]1)=[O:31]. The reactants are C1CCOC1, COC(=O)C(Cc1ccc(-c2ccccc2C=O)cc1)NC(=O)c1c(Cl)cccc1Cl, CO, Cl, [K+], Nc1ccccc1, [OH-], O. The product is COC(=O)C(Cc1ccc(-c2ccccc2CNc2ccccc2)cc1)NC(=O)c1c(Cl)cccc1Cl. Reactants: COc1ccc(Cn2c(=O)ccn(C3OC(C(O)C(C(=O)OC(C)(C)C)N(Cc4ccccc4)Cc4ccccc4)C(O[Si](C)(C)C(C)(C)C)C3O[Si](C)(C)C(C)(C)C)c2=O)cc1, CO. The product is COc1ccc(Cn2c(=O)ccn(C3OC(C(O)C(N)C(=O)OC(C)(C)C)C(O[Si](C)(C)C(C)(C)C)C3O[Si](C)(C)C(C)(C)C)c2=O)cc1. As a reaction SMILES: [C:1]([CH3:2])([CH3:3])([CH3:4])[Si:5]([O:6][CH:7]1[CH:8]([CH:37]([CH:38]([C:39](=[O:40])[O:41][C:42]([CH3:43])([CH3:44])[CH3:45])[N:46]([CH2:47][c:48]2[cH:49][cH:50][cH:51][cH:52][cH:53]2)[CH2:54][c:55]2[cH:56][cH:57][cH:58][cH:59][cH:60]2)[OH:61])[O:9][CH:10]([n:20]2[c:21](=[O:36])[n:22]([CH2:27][c:28]3[cH:29][cH:30][c:31]([O:34][CH3:35])[cH:32][cH:33]3)[c:23](=[O:26])[cH:24][cH:25]2)[CH:11]1[O:12][Si:13]([CH3:14])([CH3:15])[C:16]([CH3:17])([CH3:18])[CH3:19])([CH3:62])[CH3:63].[CH3:64][OH:65]>>[C:1]([CH3:2])([CH3:3])([CH3:4])[Si:5]([O:6][CH:7]1[CH:8]([CH:37]([CH:38]([C:39](=[O:40])[O:41][C:42]([CH3:43])([CH3:44])[CH3:45])[NH2:46])[OH:61])[O:9][CH:10]([n:20]2[c:21](=[O:36])[n:22]([CH2:27][c:28]3[cH:29][cH:30][c:31]([O:34][CH3:35])[cH:32][cH:33]3)[c:23](=[O:26])[cH:24][cH:25]2)[CH:11]1[O:12][Si:13]([CH3:14])([CH3:15])[C:16]([CH3:17])([CH3:18])[CH3:19])([CH3:62])[CH3:63]. Reactants: OC1=C2C=CNC2=CC=C1 (4-Hydroxyindole), C(#N)[BH3-].[Na+] (sodium cyanoborohydride). Run in C(C)(=O)O (acetic acid). The product is N1CCC2=CC=CC=C12 (dihydroindole). As a reaction SMILES: O[C:2]1[CH:10]=[CH:9][CH:8]=[C:7]2[C:3]=1[CH:4]=[CH:5][NH:6]2.C([BH3-])#N.[Na+]>C(O)(=O)C>[NH:6]1[C:7]2[C:3](=[CH:2][CH:10]=[CH:9][CH:8]=2)[CH2:4][CH2:5]1 |f:1.2|. Procedure: 4-Hydroxyindole was reduced with sodium cyanoborohydride and acetic acid to give 4-hydroxy, dihydroindole. A mixture of ethyl iodide (40 ml), potassium carbonate (1.09 gm, 7.8 mmole) and 4-hydroxy, dihydroindole (1.06 gm, 7.8 mmole) was refluxed for 2 hr. Excess ethyl iodide was evaporated under vacuum, water was added (10 ml) and the product was extracted with dichloromethane. Silica gel chromatography gave N-ethyl4-hydroxy-dihydroindole (0.30 gm, 23% yield) as a pale yellow solid.